Dataset: the Open Reaction Database (ORD), a public repository of structured organic reaction records. Task: describe an organic reaction: reactants, conditions, products, and yield Starting materials: Fc1cccc2c1C(Cl)CCO2, Cc1nc2c(O)cc(C(=O)N(C)C)cc2n1C. Product: Cc1nc2c(OC3CCOc4cccc(F)c43)cc(C(=O)N(C)C)cc2n1C. Reaction SMILES: [Cl:18][CH:19]1[CH2:20][CH2:21][O:22][c:23]2[cH:24][cH:25][cH:26][c:27]([F:29])[c:28]21.[OH:1][c:2]1[cH:3][c:4]([C:13](=[O:14])[N:15]([CH3:16])[CH3:17])[cH:5][c:6]2[n:7]([CH3:12])[c:8]([CH3:11])[n:9][c:10]12>>[O:1]([c:2]1[cH:3][c:4]([C:13](=[O:14])[N:15]([CH3:16])[CH3:17])[cH:5][c:6]2[n:7]([CH3:12])[c:8]([CH3:11])[n:9][c:10]12)[CH:19]1[CH2:20][CH2:21][O:22][c:23]2[cH:24][cH:25][cH:26][c:27]([F:29])[c:28]21. The reactants are C1CCOC1, Cc1oc(CCc2ccccc2)nc1CC(=O)O. Yields the product Cc1oc(CCc2ccccc2)nc1CCO. Reaction SMILES: [CH2:19]1[O:20][CH2:21][CH2:22][CH2:23]1.[CH3:1][c:2]1[c:3]([CH2:15][C:16](=[O:17])[OH:18])[n:4][c:5]([CH2:7][CH2:8][c:9]2[cH:10][cH:11][cH:12][cH:13][cH:14]2)[o:6]1>>[CH3:1][c:2]1[c:3]([CH2:15][CH2:16][OH:17])[n:4][c:5]([CH2:7][CH2:8][c:9]2[cH:10][cH:11][cH:12][cH:13][cH:14]2)[o:6]1.